From a dataset of the Open Reaction Database (ORD), a public repository of structured organic reaction records. describe an organic reaction: reactants, conditions, products, and yield The reactants are Cl (HCl), C(=O)(OC(C)(C)C)N[C@H](C)C(=O)O (Boc-D-alanine), C(CC(=O)[O-])(=O)OC(C)(C)C (mono-tert-butyl malonate), [Mg+2].[Cl-].[Cl-] (magnesium chloride anhydrous), CC(C)([O-])C.[K+] (potassium tert-butoxide). Reagents/catalysts: C(=O)(N1C=NC=C1)N1C=NC=C1 (1,1′-carbonyldiimidazole). Solvent: CCOCC (Et2O), C1CCOC1 (THF), C1CCOC1 (THF). Product: C(C)(C)(C)OC(=O)N[C@@H](C(CC(=O)OC(C)(C)C)=O)C ((R)-tert-butyl 4-((tert-butoxycarbonyl)amino)-3-oxopentanoate). The yield is 74.8%. As a reaction SMILES: [C:1]([O:7][C:8]([CH3:11])([CH3:10])[CH3:9])(=[O:6])[CH2:2][C:3]([O-:5])=O.[Mg+2].[Cl-].[Cl-].CC(C)([O-])C.[K+].[C:21]([NH:28][C@@H:29](C(O)=O)[CH3:30])([O:23][C:24]([CH3:27])([CH3:26])[CH3:25])=[O:22].Cl>C1COCC1.C(N1C=CN=C1)(N1C=CN=C1)=O.CCOCC>[C:24]([O:23][C:21]([NH:28][C@H:29]([CH3:30])[C:3](=[O:5])[CH2:2][C:1]([O:7][C:8]([CH3:11])([CH3:10])[CH3:9])=[O:6])=[O:22])([CH3:27])([CH3:26])[CH3:25] |f:1.2.3,4.5|. Procedure: Flask A: To a clear solution of mono-tert-butyl malonate (29.3 mL, 190 mmol) and magnesium chloride anhydrous (Aldrich; 18.12 g, 190 mmol) in 400 mL THF in a 3 neck 3000 mL RBF with temperature probe and mechanical stirrer at 2° C. was added potassium tert-butoxide (1.0 M solution in THF, Aldrich; 190 mL, 190 mmol) slowly dropwise via addition funnel such that the temperature did not exceed 10° C. The reaction became cloudy over the addition and was easy to stir. the ice bath was removed, and th... Reactants: O (water), S(O)(O)(=O)=O (sulfuric acid), ice, ClC1=C(C(=O)O)C=CC=C1CC#N (2-Chloro-3-(cyanomethyl)benzoic acid), ClC1=C(C(=O)O)C=CC=C1CC#N (2-Chloro-3-(cyanomethyl)benzoic acid). Reaction conditions: temperature 165 celsius. Yields the product C(=O)(O)CC=1C(=C(C(=O)O)C=CC1)Cl (3-(Carboxymethyl)-2-chlorobenzoic acid). Reaction SMILES: S(=O)(=O)(O)[OH:2].[Cl:6][C:7]1[C:15]([CH2:16][C:17]#N)=[CH:14][CH:13]=[CH:12][C:8]=1[C:9]([OH:11])=[O:10].[OH2:19]>>[C:17]([CH2:16][C:15]1[C:7]([Cl:6])=[C:8]([CH:12]=[CH:13][CH:14]=1)[C:9]([OH:11])=[O:10])([OH:2])=[O:19]. Procedure details: Concentrated sulfuric acid (60 mL) was added dropwise to ice-cold water (75 mL) and the resulting solution was added to 2-chloro-3-(cyanomethyl)benzoic acid [Aromatic Intermediate 11, step b] (14 g). The resulting suspension was heated to reflux (165° C.) for 30 min during which the starting material dissolved and a new precipitate was observed. The reaction was allowed to cool and was diluted with water (250 mL) and extracted with ethyl acetate (3×500 mL). The combined organic phases were washe...